Dataset: the Open Reaction Database (ORD), a public repository of structured organic reaction records. Task: describe an organic reaction: reactants, conditions, products, and yield Starting materials: C1CCOC1, CCOC(C)=O, O=C1C=C(Cl)C(=O)C=C1Cl, Cl. Yields the product CCOC(=O)CC1(O)C=C(Cl)C(=O)C=C1Cl. Reaction SMILES: [CH2:18]1[O:19][CH2:20][CH2:21][CH2:22]1.[CH3:12][CH2:13][O:14][C:15]([CH3:16])=[O:17].[Cl:1][C:2]1=[CH:7][C:6](=[O:8])[C:5]([Cl:9])=[CH:4][C:3]1=[O:10].[ClH:11]>>[Cl:1][C:2]1=[CH:7][C:6](=[O:8])[C:5]([Cl:9])=[CH:4][C:3]1([OH:10])[CH2:16][C:15]([O:14][CH2:13][CH3:12])=[O:17]. Starting materials: C(C)(C)(C)C1=C(C=C(O)C(=C1)C(C)(C)C)O (4,6-di-t-butylresorcinol), [S-]C#N.[NH4+] (ammonium thiocyanate). Solvent: CO (methanol). Run at time 24 hour. Yields the product CC(C)(C)C1=C(C(=C(C(=C1)C(C)(C)C)O)SC)O (4,6-bis(1,1-dimethylethyl)-2-(methylthio)-1,3-benzenediol). As a reaction SMILES: [C:1]([C:5]1[CH:11]=[C:10]([C:12]([CH3:15])([CH3:14])[CH3:13])[C:8]([OH:9])=[CH:7][C:6]=1[OH:16])([CH3:4])([CH3:3])[CH3:2].[S-:17][C:18]#N.[NH4+]>CO>[CH3:13][C:12]([C:10]1[CH:11]=[C:5]([C:1]([CH3:4])([CH3:3])[CH3:2])[C:6]([OH:16])=[C:7]([S:17][CH3:18])[C:8]=1[OH:9])([CH3:15])[CH3:14] |f:1.2|. Procedure details: A mixture of 4,6-di-t-butylresorcinol (25.0 g, 112 mmole) and ammonium thiocyanate (18.0 g, 235 mmole) in methanol (100 ml) was stirred for 24 hours. The mixture was cooled to 0° and chlorine gas was bubbled through the solution for one hour. After the mixture was stirred for an additional hour at 0°, ammonia gas was bubbled through for one hour. A solid was removed by filtration and the filrate was concentrated in vacuo. Chromatography on silica gel and recrystallization from hexane gave the ti... The reactants are O=C([O-])[O-], CCOC(=O)C1CCN(Cc2ccccc2)CC1=O, CCO, COC(=O)Cl, [K+], [K+], O. Product: CCOC(=O)C1CCN(C(=O)OC)CC1=O. As a reaction SMILES: [C:20](=[O:21])([O-:22])[O-:23].[CH2:1]([c:2]1[cH:3][cH:4][cH:5][cH:6][cH:7]1)[N:8]1[CH2:9][C:10](=[O:19])[CH:11]([C:14](=[O:15])[O:16][CH2:17][CH3:18])[CH2:12][CH2:13]1.[CH3:31][CH2:32][OH:33].[Cl:26][C:27](=[O:28])[O:29][CH3:30].[K+:24].[K+:25].[OH2:34]>>[N:8]1([C:27](=[O:28])[O:29][CH3:30])[CH2:9][C:10](=[O:19])[CH:11]([C:14](=[O:15])[O:16][CH2:17][CH3:18])[CH2:12][CH2:13]1. Reactants: BrB(Br)Br, COc1cc(C=O)c(F)cc1Br, ClCCl. Yields the product O=Cc1cc(O)c(Br)cc1F. As a reaction SMILES: [B:13]([Br:14])([Br:15])[Br:16].[Br:1][c:2]1[cH:3][c:4]([F:12])[c:5]([CH:6]=[O:7])[cH:8][c:9]1[O:10][CH3:11].[Cl:17][CH2:18][Cl:19]>>[Br:1][c:2]1[cH:3][c:4]([F:12])[c:5]([CH:6]=[O:7])[cH:8][c:9]1[OH:10]. The reactants are C(C)OC(C1=C(C=CC=C1)NC1=NC(=NC(=C1)C1=CC=CC=C1)N)=O (2-(2-amino-6-phenyl-pyrimidin-4-ylamino)-benzoic acid ethyl ester), [OH-].[K+] (potassium hydroxide). Solvent: CO (methanol). Yields the product NC1=NC(=CC(=N1)NC1=C(C(=O)O)C=CC=C1)C1=CC=CC=C1 (2-(2-Amino-6-phenyl-pyrimidin-4-ylamino)-benzoic acid), desired product. As a reaction SMILES: C([O:3][C:4](=[O:25])[C:5]1[CH:10]=[CH:9][CH:8]=[CH:7][C:6]=1[NH:11][C:12]1[CH:17]=[C:16]([C:18]2[CH:23]=[CH:22][CH:21]=[CH:20][CH:19]=2)[N:15]=[C:14]([NH2:24])[N:13]=1)C.[OH-].[K+]>CO>[NH2:24][C:14]1[N:13]=[C:12]([NH:11][C:6]2[CH:7]=[CH:8][CH:9]=[CH:10][C:5]=2[C:4]([OH:25])=[O:3])[CH:17]=[C:16]([C:18]2[CH:23]=[CH:22][CH:21]=[CH:20][CH:19]=2)[N:15]=1 |f:1.2|. Procedure details: 2-(2-Amino-6-phenyl-pyrimidin-4-ylamino)-benzoic acid was prepared by hydrolyzing 2-(2-amino-6-phenyl-pyrimidin-4-ylamino)-benzoic acid ethyl ester (0.2 g, 0.59 mmol) in methanol (5 mL) using aqueous solution of potassium hydroxide (6 N KOH). The mixture was concentrated under vacuum, diluted with water (5 mL), neutralized with cold 2N HCl. The solid precipitated was filtered and dried to give the desired product. Starting materials: CCCCCCn1c(=O)c(CBr)c(OC)c2cc(C)ccc21, CN(C)C=O, CCOC(C)=O, [H-], [Na+], c1nc[nH]n1. Product: CCCCCCn1c(=O)c(Cn2cncn2)c(OC)c2cc(C)ccc21. RXN SMILES: [CH2:8]([CH2:9][CH2:10][CH2:11][CH2:12][CH3:13])[n:14]1[c:15](=[O:29])[c:16]([CH2:27][Br:28])[c:17]([O:25][CH3:26])[c:18]2[cH:19][c:20]([CH3:24])[cH:21][cH:22][c:23]12.[CH3:30][N:31]([CH3:32])[CH:33]=[O:34].[CH3:35][CH2:36][O:37][C:38](=[O:39])[CH3:40].[H-:6].[Na+:7].[nH:1]1[n:2][cH:3][n:4][cH:5]1>>[n:1]1([CH2:27][c:16]2[c:15](=[O:29])[n:14]([CH2:8][CH2:9][CH2:10][CH2:11][CH2:12][CH3:13])[c:23]3[c:18]([c:17]2[O:25][CH3:26])[cH:19][c:20]([CH3:24])[cH:21][cH:22]3)[n:2][cH:3][n:4][cH:5]1. Reactants: [H-].[Na+] (sodium hydride), CN(S(=O)(=O)C1=C(N=C(S1)NC(C)=O)C)C (N-{5-[(dimethylamino)-sulphonyl]-4-methyl-1,3-thiazol-2-yl}acetamide), CI (methyl iodide). Solvent: CN(C=O)C (dimethylformamide). Run at time 16 hour. Product: CN(S(=O)(=O)C1=C(N=C(S1)N(C(C)=O)C)C)C (N-{5-[(Dimethylamino)sulphonyl]-4-methyl-1,3-thiazol-2-yl}-N-methylacetamide). Isolated yield 81.6%. RXN SMILES: [H-].[Na+].[CH3:3][N:4]([CH3:18])[S:5]([C:8]1[S:12][C:11]([NH:13][C:14](=[O:16])[CH3:15])=[N:10][C:9]=1[CH3:17])(=[O:7])=[O:6].[CH3:19]I>CN(C)C=O>[CH3:18][N:4]([CH3:3])[S:5]([C:8]1[S:12][C:11]([N:13]([CH3:19])[C:14](=[O:16])[CH3:15])=[N:10][C:9]=1[CH3:17])(=[O:6])=[O:7] |f:0.1|. Procedure: 6.0 g of sodium hydride (60% dispersion in mineral oil, 0.151 mol) were added dropwise at 0° C. to a solution of 36.2 g (0.137 mol) of N-{5-[(dimethylamino)-sulphonyl]-4-methyl-1,3-thiazol-2-yl}acetamide in dimethylformamide. Then 21.4 g (0.151 mol) of methyl iodide were added dropwise from a syringe. After TLC showed complete conversion, the mixture was quenched by adding a saturated ammonium chloride solution. The mixture was evaporated to dryness, and the residue was taken up with water, stir...